From a dataset of the Open Reaction Database (ORD), a public repository of structured organic reaction records. describe an organic reaction: reactants, conditions, products, and yield Reported procedure: 2.1 G. 1,2-diamino-4-phenylsulfinylbenzene in 150 ml. acetone is treated with 6 g. methoxy carbonyl isothiocyanate overnight at 20°-25° C. The reaction mixture is stripped and the residue triturated with ether. Recrystallization from methanol yields pure 1,2-bis-(3-methoxycarbonyl-2-thioureido)- 4-phenylsulfinylbenzene. Solvent: CC(=O)C (acetone). RXN SMILES: [NH2:1][C:2]1[CH:7]=[CH:6][C:5]([S:8]([C:10]2[CH:15]=[CH:14][CH:13]=[CH:12][CH:11]=2)=[O:9])=[CH:4][C:3]=1[NH2:16].[CH3:17][O:18][C:19]([N:21]=[C:22]=[S:23])=[O:20]>CC(C)=O>[CH3:17][O:18][C:19]([NH:21][C:22](=[S:23])[NH:1][C:2]1[CH:7]=[CH:6][C:5]([S:8]([C:10]2[CH:15]=[CH:14][CH:13]=[CH:12][CH:11]=2)=[O:9])=[CH:4][C:3]=1[NH:16][C:22]([NH:21][C:19]([O:18][CH3:17])=[O:20])=[S:23])=[O:20]. The product is COC(=O)NC(NC1=C(C=C(C=C1)S(=O)C1=CC=CC=C1)NC(=S)NC(=O)OC)=S (1,2-bis-(3-methoxycarbonyl-2-thioureido)- 4-phenylsulfinylbenzene). Starting materials: NC1=C(C=C(C=C1)S(=O)C1=CC=CC=C1)N (1,2-diamino-4-phenylsulfinylbenzene), COC(=O)N=C=S (methoxy carbonyl isothiocyanate). Starting materials: COCCO, Cl, [K+], [OH-], C=CCC(C)(C(=O)OCC)c1ccccc1-c1noc2ccccc12. Product: C=CCC(C)(C(=O)O)c1ccccc1-c1noc2ccccc12. As a reaction SMILES: [CH3:29][O:30][CH2:31][CH2:32][OH:33].[ClH:28].[K+:27].[OH-:26].[o:1]1[n:2][c:3](-[c:10]2[c:11]([C:16]([C:17](=[O:18])[O:19][CH2:20][CH3:21])([CH2:22][CH:23]=[CH2:24])[CH3:25])[cH:12][cH:13][cH:14][cH:15]2)[c:4]2[c:5]1[cH:6][cH:7][cH:8][cH:9]2>>[o:1]1[n:2][c:3](-[c:10]2[c:11]([C:16]([C:17](=[O:18])[OH:19])([CH2:22][CH:23]=[CH2:24])[CH3:25])[cH:12][cH:13][cH:14][cH:15]2)[c:4]2[c:5]1[cH:6][cH:7][cH:8][cH:9]2. Reactants: C(C)(C)(C)OC(=O)N1[C@@H](CC(C1)=NOC)C(=O)O ((2S,4EZ)-1-(tert-butoxycarbonyl)-4-(methoxyimino)-2-pyrrolidinecarboxylic acid), C1(=CC=C(C=C1)C(=O)Cl)C1=CC=CC=C1 ([1,1′-biphenyl]-4carbonyl chloride), N[C@H]([C@@H](O)C1=CC=CC=C1)CO ((1S,2S)-2-amino-1-phenyl-1,3-propanediol). Yields the product C1(=CC=C(C=C1)C(=O)N1[C@@H](CC(C1)=NOC)C(=O)N[C@H]([C@H](C1=CC=CC=C1)O)CO)C1=CC=CC=C1 ((2S,4EZ)-1-([1,1′-biphenyl]-4-ylcarbonyl)-N-[(1S,2S)-2-hydroxy-1-(hydroxymethyl)-2-phenylethyl]-4-(methoxyimino)-2-pyrrolidinecarboxamide). As a reaction SMILES: C(O[C:6]([N:8]1[CH2:12][C:11](=[N:13][O:14][CH3:15])[CH2:10][C@H:9]1[C:16]([OH:18])=O)=[O:7])(C)(C)C.[C:19]1([C:28]2[CH:33]=[CH:32][CH:31]=[CH:30][CH:29]=2)[CH:24]=[CH:23][C:22](C(Cl)=O)=[CH:21][CH:20]=1.[NH2:34][C@@H:35]([CH2:44][OH:45])[C@H:36]([C:38]1[CH:43]=[CH:42][CH:41]=[CH:40][CH:39]=1)[OH:37]>>[C:28]1([C:19]2[CH:20]=[CH:21][CH:22]=[CH:23][CH:24]=2)[CH:29]=[CH:30][C:31]([C:6]([N:8]2[CH2:12][C:11](=[N:13][O:14][CH3:15])[CH2:10][C@H:9]2[C:16]([NH:34][C@@H:35]([CH2:44][OH:45])[C@@H:36]([OH:37])[C:38]2[CH:43]=[CH:42][CH:41]=[CH:40][CH:39]=2)=[O:18])=[O:7])=[CH:32][CH:33]=1. Procedure: Following the general method as outlined in Example 22, starting from (2S,4EZ)-1-(tert-butoxycarbonyl)-4-(methoxyimino)-2-pyrrolidinecarboxylic acid, [1,1′-biphenyl]-4carbonyl chloride, and (1S,2S)-2-amino-1-phenyl-1,3-propanediol, the title compound was obtained in 88% purity by HPLC. MS(ESI+): m/z=488. The reactants are BrCC(C(=O)OCC)=C (ethyl 2-(bromomethyl)acrylate), N(C(=O)OC(C)(C)C)C(=O)OC(C)(C)C (di-tert-butyl imino dicarboxylate), C([O-])([O-])=O.[K+].[K+] (potassium carbonate). Run in C(C)#N (acetonitrile). Conditions: time 2 day. Product: C(C)(C)(C)OC(=O)N(C(=O)OC(C)(C)C)CC(C(=O)OCC)=C (ethyl 2-{[di(tert-butoxycarbonyl)amino]methyl}acrylate), crude product. As a reaction SMILES: Br[CH2:2][C:3](=[CH2:9])[C:4]([O:6][CH2:7][CH3:8])=[O:5].[NH:10]([C:18]([O:20][C:21]([CH3:24])([CH3:23])[CH3:22])=[O:19])[C:11]([O:13][C:14]([CH3:17])([CH3:16])[CH3:15])=[O:12].C(=O)([O-])[O-].[K+].[K+]>C(#N)C>[C:21]([O:20][C:18]([N:10]([CH2:2][C:3](=[CH2:9])[C:4]([O:6][CH2:7][CH3:8])=[O:5])[C:11]([O:13][C:14]([CH3:17])([CH3:16])[CH3:15])=[O:12])=[O:19])([CH3:24])([CH3:23])[CH3:22] |f:2.3.4|. Procedure details: To ethyl 2-(bromomethyl)acrylate (104.4 g) in an acetonitrile (900 ml) solution, di-tert-butyl imino dicarboxylate (122.4 g) and potassium carbonate was added, and the mixture was stirred at room temperature for 2 days. The reaction solution was concentrated in vacuo. To the residue, ethyl acetate (1.4 liter) and water (700 ml) were added, and the layers were separated. The organic layer was washed with water (350 ml), dried over sodium sulfate, then concentrated to obtain ethyl 2-{[di(tert-buto... The reactants are COC1=C(C=C2C(=N1)C(=CN2C)C2=CC1=C(N=CC=C1C=NO)N2S(=O)(=O)C2=CC=C(C=C2)C)OC (2-(5,6-dimethoxy-1-methyl-1H-pyrrolo[3,2-b]pyridin-3-yl)-1-(toluene-4-sulfonyl)-1H-pyrrolo[2,3-b]pyridin-4-carbaldehyde oxime), C(=O)O (formic acid). The reagents and catalysts are [Zn] (zinc), [Zn] (zinc). Solvent: C(C)O (ethanol), O (water). Reaction conditions: time 24 hour. Product: O(C)C=1C=C2C(=CN(C2=CC1OC)C)C1=CC=2C(=NC=CC2CN)N1S(=O)(=O)C1=CC=C(C=C1)C ([2-(5,6-dimethoxy1-methyl-1H-indol-3-yl)-1-(toluene-4-sulfonyl)-1H-pyrrolo[2,3-b]pyridin-4-yl]methylamine). As a reaction SMILES: [CH3:1][O:2][C:3]1N=[C:7]2[C:9]([C:13]3[N:24]([S:25]([C:28]4[CH:33]=[CH:32][C:31]([CH3:34])=[CH:30][CH:29]=4)(=[O:27])=[O:26])[C:16]4[N:17]=[CH:18][CH:19]=[C:20]([CH:21]=[N:22]O)[C:15]=4[CH:14]=3)=[CH:10][N:11]([CH3:12])[C:6]2=[CH:5][C:4]=1[O:35][CH3:36].[CH:37](O)=O>C(O)C.O.[Zn]>[O:2]([C:3]1[CH:37]=[C:7]2[C:6](=[CH:5][C:4]=1[O:35][CH3:36])[N:11]([CH3:12])[CH:10]=[C:9]2[C:13]1[N:24]([S:25]([C:28]2[CH:29]=[CH:30][C:31]([CH3:34])=[CH:32][CH:33]=2)(=[O:26])=[O:27])[C:16]2=[N:17][CH:18]=[CH:19][C:20]([CH2:21][NH2:22])=[C:15]2[CH:14]=1)[CH3:1]. Procedure details: To a solution of 0.56 g of [2-(5,6-dimethoxy-1-methyl-1H-pyrrolo[3,2-b]pyridin-3-yl)-1-(toluene-4-sulfonyl)-1H-pyrrolo[2,3-b]pyridin-4-carbaldehyde oxime in 30 cm3 of ethanol and 25 cm3 of water, at a temperature in the region of 20° C., is added 0.216 g of zinc and 12 cm3 of concentrated formic acid. A further 0.216 g of zinc is added and the mixture is stirred for a further 24 hours. The reaction medium is stirred at this same temperature for 24 hours. The reaction medium is filtered through C... Procedure: Once the pyrimidinedione ring (VIII) is formed, additional substituents may be optionally added. For example, a chlorine moiety is added to the 3-(2-chloro-6-fluorobenzothiazol-7-yl)-1-methyl-6-trifluoromethyl-2,4-(1H,3H)-pyrimidinedione molecule by treating it with N-chlorosuccinimide under acidic conditions, affording 3-(2-chloro-6-fluorobenzothiazol-7-yl)-1-methyl-5-chloro-6-trifluoromethyl-2,4-(1H,3H)-pyrimidinedione (IX). Example 8 provides the detailed procedure for this method. ##STR3## The reactants are ( VIII ), ClN1C(CCC1=O)=O (N-chlorosuccinimide), ClCl (chlorine), ClC=1SC2=C(N1)C=CC(=C2N2C(N(C(=CC2=O)C(F)(F)F)C)=O)F (3-(2-chloro-6-fluorobenzothiazol-7-yl)-1-methyl-6-trifluoromethyl-2,4-(1H,3H)-pyrimidinedione). Reaction SMILES: ClCl.[Cl:3][C:4]1[S:5][C:6]2[C:12]([N:13]3[C:18](=[O:19])[CH:17]=[C:16]([C:20]([F:23])([F:22])[F:21])[N:15]([CH3:24])[C:14]3=[O:25])=[C:11]([F:26])[CH:10]=[CH:9][C:7]=2[N:8]=1.[Cl:27]N1C(=O)CCC1=O>>[Cl:3][C:4]1[S:5][C:6]2[C:12]([N:13]3[C:18](=[O:19])[C:17]([Cl:27])=[C:16]([C:20]([F:22])([F:23])[F:21])[N:15]([CH3:24])[C:14]3=[O:25])=[C:11]([F:26])[CH:10]=[CH:9][C:7]=2[N:8]=1. Product: ClC=1SC2=C(N1)C=CC(=C2N2C(N(C(=C(C2=O)Cl)C(F)(F)F)C)=O)F (3-(2-chloro-6-fluorobenzothiazol-7-yl)-1-methyl-5-chloro-6-trifluoromethyl-2,4-(1H,3H)-pyrimidinedione). Reactants: C1(\C=C/C(=O)O1)=O (maleic anhydride), C(CCCCCCCCCCC\C=C/CCCCCCCC)N (Erucyl amine). Run in C(Cl)(Cl)(Cl)Cl (carbon tetrachloride). Conditions: temperature 75 celsius, time 4 hour. Product: C(CCCCCCCCCCC\C=C/CCCCCCCC)NC(\C=C/C(=O)O)=O (N-Erucyl-maleic acid monoamide). Yield: 96.2%. RXN SMILES: [C:1]1(=[O:7])[O:6][C:4](=[O:5])[CH:3]=[CH:2]1.[CH2:8]([NH2:30])[CH2:9][CH2:10][CH2:11][CH2:12][CH2:13][CH2:14][CH2:15][CH2:16][CH2:17][CH2:18][CH2:19]/[CH:20]=[CH:21]\[CH2:22][CH2:23][CH2:24][CH2:25][CH2:26][CH2:27][CH2:28][CH3:29]>C(Cl)(Cl)(Cl)Cl>[CH2:8]([NH:30][C:1](=[O:7])/[CH:2]=[CH:3]\[C:4]([OH:6])=[O:5])[CH2:9][CH2:10][CH2:11][CH2:12][CH2:13][CH2:14][CH2:15][CH2:16][CH2:17][CH2:18][CH2:19]/[CH:20]=[CH:21]\[CH2:22][CH2:23][CH2:24][CH2:25][CH2:26][CH2:27][CH2:28][CH3:29]. Procedure details: A 250 ml, 3-neck flask equipped with a stirrer, thermometer, Dean-Stark receiver and condenser was charged with 18 g of maleic anhydride (0.18 mole) and 60 ml carbon tetrachloride. Erucyl amine (59.0 g, 0.18 mole) was added dropwise at 70° C. under a nitrogen atmosphere. The mixture was stirred at 75° C. for 4 hours. The temperature was raised to 90° C. to distill out carbon tetrachloride and the mixture was then stripped at 100° C. 10 mmHg vacuum for 15 minutes to afford 73 g of N-Erucyl-maleic...